From a dataset of the Open Reaction Database (ORD), a public repository of structured organic reaction records. describe an organic reaction: reactants, conditions, products, and yield Starting materials: CCOCCBr, C#CC(O)CCC. The product is C#CC(CCC)OCCOCC. Reaction SMILES: [CH2:8]([CH3:9])[O:10][CH2:11][CH2:12][Br:13].[CH:1]#[C:2][CH:3]([CH2:4][CH2:5][CH3:6])[OH:7]>>[CH:1]#[C:2][CH:3]([CH2:4][CH2:5][CH3:6])[O:7][CH2:12][CH2:11][O:10][CH2:8][CH3:9].